Dataset: the Open Reaction Database (ORD), a public repository of structured organic reaction records. Task: describe an organic reaction: reactants, conditions, products, and yield The reactants are BrCCN1C(=O)C(=O)C2=CC=CC=C12 (1-(2-bromoethyl)isatin), C(C)(C)N (isopropylamine). Solvent: CN(C=O)C (N,N-dimethylformamide). Product: C(C)(C)NCCN1C(=O)C(=O)C2=CC=CC=C12 (1-(2-isopropylaminoethyl)isatin). RXN SMILES: Br[CH2:2][CH2:3][N:4]1[C:14]2[C:9](=[CH:10][CH:11]=[CH:12][CH:13]=2)[C:7](=[O:8])[C:5]1=[O:6].[CH:15]([NH2:18])([CH3:17])[CH3:16]>CN(C)C=O>[CH:15]([NH:18][CH2:2][CH2:3][N:4]1[C:14]2[C:9](=[CH:10][CH:11]=[CH:12][CH:13]=2)[C:7](=[O:8])[C:5]1=[O:6])([CH3:17])[CH3:16]. Procedure: A solution of 4.00 g of 1-(2-bromoethyl)isatin and 13.5 ml of isopropylamine in 160 ml of dry N,N-dimethylformamide was stirred for 1 hour at 80° C. The solution was concentrated under reduced pressure and the residue was dissolved in 50 ml of a 2N-hydrochloric acid. The solution was washed with ethyl acetate, neutralized by adding an aqueous sodium bicarbonate solution, and extracted with chloroform. The chloroform layer was washed with water, dried over anhydrous magnesium sulfate, and concent...